Dataset: the Open Reaction Database (ORD), a public repository of structured organic reaction records. Task: describe an organic reaction: reactants, conditions, products, and yield The reactants are CC1(C2=C(C(=CC=C2)P(C3=CC=CC=C3)C4=CC=CC=C4)OC5=C(C=CC=C51)P(C6=CC=CC=C6)C7=CC=CC=C7)C (xantphos), C(C)OC1=CC(=C(N=N1)C1=CN=C2C(=N1)N=CC=C2N)C(F)(F)F (3-[6-ethoxy-4-(trifluoromethyl)pyridazin-3-yl]pyrido[2,3-b]pyrazin-8-amine), ClC1=NC=C(C=C1)C(F)(F)F (2-chloro-5-trifluoromethyl-pyridine), C(=O)([O-])[O-].[Cs+].[Cs+] (Cs2CO3). Reagents/catalysts: C=1C=CC(=CC1)/C=C/C(=O)/C=C/C2=CC=CC=C2.C=1C=CC(=CC1)/C=C/C(=O)/C=C/C2=CC=CC=C2.C=1C=CC(=CC1)/C=C/C(=O)/C=C/C2=CC=CC=C2.[Pd].[Pd] (Pd2 dba3). The solvent is O1CCOCC1 (dioxane), CC(=O)C (acetone). Conditions: temperature 110 celsius, time 5 minute. Product: C(C)OC1=CC(=C(N=N1)C1=CC=C2C(=CC=NC2=N1)NC1=NC=C(C=C1)C(F)(F)F)C(F)(F)F (7-[6-Ethoxy-4-(trifluoromethyl)pyridazin-3-yl]-N-[5-(trifluoromethyl)pyridin-2-yl]-1,8-naphthyridin-4-amine). RXN SMILES: [CH2:1]([O:3][C:4]1[N:9]=[N:8][C:7]([C:10]2[N:15]=[C:14]3[N:16]=[CH:17][CH:18]=[C:19]([NH2:20])[C:13]3=NC=2)=[C:6]([C:21]([F:24])([F:23])[F:22])[CH:5]=1)[CH3:2].Cl[C:26]1[CH:31]=[CH:30][C:29]([C:32]([F:35])([F:34])[F:33])=[CH:28][N:27]=1.C([O-])([O-])=O.[Cs+].[Cs+].[CH3:42][C:43]1(C)C2C(=C(P(C3C=CC=CC=3)C3C=CC=CC=3)C=CC=2)OC2C(P(C3C=CC=CC=3)C3C=CC=CC=3)=CC=CC1=2>O1CCOCC1.CC(C)=O.C1C=CC(/C=C/C(/C=C/C2C=CC=CC=2)=O)=CC=1.C1C=CC(/C=C/C(/C=C/C2C=CC=CC=2)=O)=CC=1.C1C=CC(/C=C/C(/C=C/C2C=CC=CC=2)=O)=CC=1.[Pd].[Pd]>[CH2:1]([O:3][C:4]1[N:9]=[N:8][C:7]([C:10]2[N:15]=[C:14]3[C:13]([C:19]([NH:20][C:26]4[CH:31]=[CH:30][C:29]([C:32]([F:35])([F:34])[F:33])=[CH:28][N:27]=4)=[CH:18][CH:17]=[N:16]3)=[CH:43][CH:42]=2)=[C:6]([C:21]([F:24])([F:22])[F:23])[CH:5]=1)[CH3:2] |f:2.3.4,8.9.10.11.12|. Procedure details: In a sealed tube, add 3-[6-ethoxy-4-(trifluoromethyl)pyridazin-3-yl]pyrido[2,3-b]pyrazin-8-amine (290 mg, 0.862 mmol), 2-chloro-5-trifluoromethyl-pyridine (172 mg, 0.948 mmol), and Cs2CO3 (842 mg, 2.58 mmol) in dry dioxane (8 mL). Bubble argon through the solution for 5 minutes. Add Pd2 dba3 (79 mg, 0.0862 mmol) and xantphos (50 mg, 0.0862 mmol). Bubble argon through the solution for an additional 5 minutes. Seal the tube and heat the mixture at 110° C. overnight. Cool the mixture to room temper... As a reaction SMILES: [OH:1][C:2]1[CH:11]=[C:10]([O:12][CH:13]2[CH2:18][CH2:17][N:16]([C:19]([O:21][C:22]([CH3:25])([CH3:24])[CH3:23])=[O:20])[CH2:15][CH2:14]2)[CH:9]=[CH:8][C:3]=1[C:4]([O:6][CH3:7])=[O:5].[CH2:26](Br)[C:27]#[CH:28].C(=O)([O-])[O-].[Cs+].[Cs+]>CN(C=O)C>[CH2:28]([O:1][C:2]1[CH:11]=[C:10]([O:12][CH:13]2[CH2:18][CH2:17][N:16]([C:19]([O:21][C:22]([CH3:25])([CH3:24])[CH3:23])=[O:20])[CH2:15][CH2:14]2)[CH:9]=[CH:8][C:3]=1[C:4]([O:6][CH3:7])=[O:5])[C:27]#[CH:26] |f:2.3.4|. Conditions: time 16 hour. Procedure details: Methyl 2-hydroxy-4-(N-t-butyloxycarbonyl-4-piperidinyloxy)benzoate (0.5 gm, 1.42 mmol) from Step 1 of Example 25 was dissolved in DMF (5 mL) and propargyl bromide (186 mg, 1.56 mmol) was added followed by cesium carbonate (925 mg, 2 eq.) and the mixture was stirred 16 hrs. The solids were removed by filtration and the filtrate solvents were removed under reduced pressure. The residue was purified by pressurized silica gel column chromatography using 1:1 ethyl acetate:hexanes as eluant. Methyl 2-... The product is C(C#C)OC1=C(C(=O)OC)C=CC(=C1)OC1CCN(CC1)C(=O)OC(C)(C)C (Methyl 2-propargyloxy-4-(N-t-butyloxycarbonyl-4-piperidinyloxy)benzoate). The solvent is CN(C)C=O (DMF). Starting materials: C(C#C)Br (propargyl bromide), OC1=C(C(=O)OC)C=CC(=C1)OC1CCN(CC1)C(=O)OC(C)(C)C (Methyl 2-hydroxy-4-(N-t-butyloxycarbonyl-4-piperidinyloxy)benzoate), C([O-])([O-])=O.[Cs+].[Cs+] (cesium carbonate). The product is COC1=C(C(=O)OC)C=C(C=C1)C#N (methyl 2-methoxy-5-cyanobenzoate). RXN SMILES: CO[C:3]1C=C[C:11]([CH:14]=[O:15])=[CH:10][C:4]=1[C:5](=[N:8]O)OC.S(Cl)(Cl)=O.[C:20]([O:23][CH2:24]C)(=[O:22])[CH3:21].[CH3:26]CCCCC>ClCCl>[CH3:26][O:15][C:14]1[CH:11]=[CH:10][C:4]([C:5]#[N:8])=[CH:3][C:21]=1[C:20]([O:23][CH3:24])=[O:22] |f:2.3|. Procedure details: Combine methyl 2-methoxy-5-formylbenzoate oxime (3.5 g, 16.7 mmol) in dichloromethane (75 mL) and cool in an ice-bath. Add dropwise thionyl chloride (2.0 mL, 27.2 mmol). After 20 minutes, dilute the reaction mixture with dichloromethane and extract with a saturated aqueous solution of sodium bicarbonate and then brine. Dry the organic layer over MgSO4, filter, and concentrate in vacuo to give a residue. Chromatograph the residue on silica gel eluting with 1/1 ethyl acetate/hexane to give methyl ... The reactants are C(C)(=O)OCC.CCCCCC (ethyl acetate hexane), S(=O)(Cl)Cl (thionyl chloride), COC1=C(C(OC)=NO)C=C(C=C1)C=O (methyl 2-methoxy-5-formylbenzoate oxime). Solvent: ClCCl (dichloromethane), ClCCl (dichloromethane). Conditions: time 20 minute. Reactants: N[C@H](C(=O)O)CC1=CC=C(C=C1)OCCC=1N=C(OC1C)C1=CC=CC=C1 ((2S)-2-amino-3-{4-[2-(5-methyl-2-phenyl-1,3oxazol-4-yl)ethoxy]phenyl}propanoic acid), C(=O)(C(F)(F)F)O (TFA), N1=C(C=CC=C1)C(CC(C)=O)=O (1-(2-pyridinyl)-1,3-butanedione). Product: C/C(=C/C(C1=NC=CC=C1)=O)/N[C@H](C(=O)O)CC1=CC=C(C=C1)OCCC=1N=C(OC1C)C1=CC=CC=C1 ((2S)-2-{[(Z)-1-methyl-3-oxo-3-(2-pyridinyl)-1-propenyl]amino}-3-{4-[2-(5-methyl-2-phenyl-1,3-oxazol-4-yl)ethoxy]phenyl}propanoic acid), Example 34. As a reaction SMILES: [NH2:1][C@@H:2]([CH2:6][C:7]1[CH:12]=[CH:11][C:10]([O:13][CH2:14][CH2:15][C:16]2[N:17]=[C:18]([C:22]3[CH:27]=[CH:26][CH:25]=[CH:24][CH:23]=3)[O:19][C:20]=2[CH3:21])=[CH:9][CH:8]=1)[C:3]([OH:5])=[O:4].C(O)(C(F)(F)F)=O.[N:35]1[CH:40]=[CH:39][CH:38]=[CH:37][C:36]=1[C:41](=[O:46])[CH2:42][C:43](=O)[CH3:44]>>[CH3:44]/[C:43](/[NH:1][C@@H:2]([CH2:6][C:7]1[CH:12]=[CH:11][C:10]([O:13][CH2:14][CH2:15][C:16]2[N:17]=[C:18]([C:22]3[CH:27]=[CH:26][CH:25]=[CH:24][CH:23]=3)[O:19][C:20]=2[CH3:21])=[CH:9][CH:8]=1)[C:3]([OH:5])=[O:4])=[CH:42]/[C:41](=[O:46])[C:36]1[CH:37]=[CH:38][CH:39]=[CH:40][N:35]=1. Reported procedure: The title compound was prepared (as described above for the preparation of Example 2) from 441 mg (0.92 mmol) of Intermediate 45 (as the TFA salt) and 150 mg (0.92 mmol) of Intermediate 35 to yield 240 mg of Example 34: TLC (DCM/MeOH, 4/1): Rf=0.46; 1H NMR (DMSO-d6, 400 MHz) δ11.49 (d, 1H, J=9.2), 8.52 (d, 1H, J=4.8), 7.90 (m, 4H), 7.47 (m, 4H), 7.11 (d, 2H, J=8.4), 6.80 (d, 2H, J=8.4), 6.13 (s, 1H), 4.12 (m, 3H), 3.16 (m, 2H), 2.87 (t, 2H, J=6.4), 2.77 (dd, 1H, J=13.6, 9.2), 2.34 (s, 3H), 1.71 ... The reactants are N(=NC(=O)N1CCCCC1)C(=O)N1CCCCC1 (1,1′-(azodicarbonyl)-dipiperidine), BrC1=C(C=C(C=C1C)O)C (4-bromo-3,5-dimethyl-phenol), C(C)OC(CCNC(C1=CC=C(C=C1)C(C(C)C)CO)=O)=O (3-[4-(1-hydroxymethyl-2-methyl-propyl)-benzoylamino]-propionic acid ethyl ester), C(CCC)P(CCCC)CCCC (Tributylphosphine). Solvent: C1(=CC=CC=C1)C (toluene). Reaction conditions: time 8 hour. Yields the product C(C)OC(CCNC(C1=CC=C(C=C1)C(C(C)C)COC1=CC(=C(C(=C1)C)Br)C)=O)=O (3-{4-[1-(4-Bromo-3,5-dimethyl-phenoxymethyl)-2-methyl-propyl]-benzoylamino}-propionic acid ethyl ester). As a reaction SMILES: [Br:1][C:2]1[C:7]([CH3:8])=[CH:6][C:5]([OH:9])=[CH:4][C:3]=1[CH3:10].[CH2:11]([O:13][C:14](=[O:32])[CH2:15][CH2:16][NH:17][C:18](=[O:31])[C:19]1[CH:24]=[CH:23][C:22]([CH:25]([CH2:29]O)[CH:26]([CH3:28])[CH3:27])=[CH:21][CH:20]=1)[CH3:12].C(P(CCCC)CCCC)CCC.N(C(N1CCCCC1)=O)=NC(N1CCCCC1)=O>C1(C)C=CC=CC=1>[CH2:11]([O:13][C:14](=[O:32])[CH2:15][CH2:16][NH:17][C:18](=[O:31])[C:19]1[CH:20]=[CH:21][C:22]([CH:25]([CH2:29][O:9][C:5]2[CH:6]=[C:7]([CH3:8])[C:2]([Br:1])=[C:3]([CH3:10])[CH:4]=2)[CH:26]([CH3:27])[CH3:28])=[CH:23][CH:24]=1)[CH3:12]. Procedure details: A solution of 4-bromo-3,5-dimethyl-phenol (818 mg, 4.07 mmol) and 3-[4-(1-hydroxymethyl-2-methyl-propyl)-benzoylamino]-propionic acid ethyl ester (1.0 g, 3.26 mmol) in anhydrous toluene (15 mL) is degassed and filled with nitrogen 3 times. Tributylphosphine (1.21 mL, 4.89 mmol) is added to the reaction mixture under nitrogen at 0° C., followed by addition of 1,1′-(azodicarbonyl)-dipiperidine (1.23 g, 4.89 mmol). The reaction mixture is allowed to warm to room temperature and stirred overnight. T...